describe an organic reaction: reactants, conditions, products, and yield From a dataset of the Open Reaction Database (ORD), a public repository of structured organic reaction records. Reactants: COC(=O)Cn1cc(CO)cn1, ClCCCl, O=S(Cl)Cl. Yields the product COC(=O)Cn1cc(CCl)cn1. Reaction SMILES: [CH3:1][O:2][C:3]([CH2:4][n:5]1[n:6][cH:7][c:8]([CH2:10][OH:11])[cH:9]1)=[O:12].[Cl:13][CH2:14][CH2:15][Cl:16].[S:17]([Cl:18])([Cl:19])=[O:20]>>[CH3:1][O:2][C:3]([CH2:4][n:5]1[n:6][cH:7][c:8]([CH2:10][Cl:13])[cH:9]1)=[O:12]. Reactants: CC#N, C, CNc1nc(C)c(-c2ccnc(Nc3cccc(CN)c3)n2)s1, O=S(=O)(Cl)Cl. Product: CNc1nc(C)c(-c2ccnc(Nc3cccc(CNS(C)(=O)=O)c3)n2)s1. As a reaction SMILES: [CH3:30][C:31]#[N:32].[CH4:29].[NH2:1][CH2:2][c:3]1[cH:4][c:5]([NH:9][c:10]2[n:11][cH:12][cH:13][c:14](-[c:16]3[c:17]([CH3:23])[n:18][c:19]([NH:21][CH3:22])[s:20]3)[n:15]2)[cH:6][cH:7][cH:8]1.[S:24](=[O:25])(=[O:26])([Cl:27])[Cl:28]>>[NH:1]([CH2:2][c:3]1[cH:4][c:5]([NH:9][c:10]2[n:11][cH:12][cH:13][c:14](-[c:16]3[c:17]([CH3:23])[n:18][c:19]([NH:21][CH3:22])[s:20]3)[n:15]2)[cH:6][cH:7][cH:8]1)[S:24](=[O:25])(=[O:26])[CH3:29]. Reactants: ice water, COC=1C=C(C=CC1OC)C1=CNC2=NC=CC=C21 (3-(3,4-dimethoxy-phenyl)-1H-pyrrolo[2,3-b]pyridine), C(C)OC1=C(C2=CC=CC=C2C=C1)C(=O)Cl (2-ethoxy-1-naphthoyl chloride), [H-].[Na+] (sodium hydride). Run in CN(C)C=O (DMF). Conditions: time 30 minute. Product: COC=1C=C(C=CC1OC)C1=CN(C2=NC=CC=C21)C(=O)C2=C(C=CC1=CC=CC=C21)OCC ([3-(3,4-Dimethoxy-phenyl)-pyrrolo[2,3-b]pyridin-1-yl]-(2-ethoxy-naphthalen-1-yl)-methanone). Isolated yield 70.4%. As a reaction SMILES: [CH3:1][O:2][C:3]1[CH:4]=[C:5]([C:11]2[C:19]3[C:14](=[N:15][CH:16]=[CH:17][CH:18]=3)[NH:13][CH:12]=2)[CH:6]=[CH:7][C:8]=1[O:9][CH3:10].[H-].[Na+].[CH2:22]([O:24][C:25]1[CH:34]=[CH:33][C:32]2[C:27](=[CH:28][CH:29]=[CH:30][CH:31]=2)[C:26]=1[C:35](Cl)=[O:36])[CH3:23]>CN(C=O)C>[CH3:1][O:2][C:3]1[CH:4]=[C:5]([C:11]2[C:19]3[C:14](=[N:15][CH:16]=[CH:17][CH:18]=3)[N:13]([C:35]([C:26]3[C:27]4[C:32](=[CH:31][CH:30]=[CH:29][CH:28]=4)[CH:33]=[CH:34][C:25]=3[O:24][CH2:22][CH3:23])=[O:36])[CH:12]=2)[CH:6]=[CH:7][C:8]=1[O:9][CH3:10] |f:1.2|. Procedure: 3-(3,4-Dimethoxy-phenyl)-1H-pyrrolo[2,3-b]pyridine 1 (638 mg, 2.51 mmole) was dissolved in DMF (30 mL) and sodium hydride (60% dispersion in mineral oil, 100 mg, 2.50 mmole) was added in small portions to the reaction mixture. After stirring for 30 minutes, 2-ethoxy-1-naphthoyl chloride (646 mg, 2.76 mmole) was added and the reaction was stirred for 4 hours. The reaction mixture was poured into 200 mL of ice water and was extracted with ethyl acetate. The organic layer was washed with saturated ... Reactants: C1=CC(=CC(=C1)Cl)C(=O)OO (mCPBA), BrC1=CC(=C(C=C1C1=CC2=C(N=C(N=C2)SC)N=C1C)NC(=O)NCCC(C)(C)C)F (1-(4-bromo-2-fluoro-5-(7-methyl-2-(methylthio)pyrido[2,3-d]pyrimidin-6-yl)phenyl)-3-(3,3-dimethylbutyl)urea), CN (methylamine), C1CCOC1 (THF). Procedure: Add mCPBA (0.152 g, 0.616 mmol) portion wise to a solution of 1-(4-bromo-2-fluoro-5-(7-methyl-2-(methylthio)pyrido[2,3-d]pyrimidin-6-yl)phenyl)-3-(3,3-dimethylbutyl)urea (0.26 g, 0.513 mmol) in DCM (10 mL) and stir at RT for 2 h. Add methylamine in THF (2.0M, 1.027 mL, 2.054 mmol) and stir at RT overnight. Add water, extract with DCM (3×), wash the combined organics with saturated. NaHCO3, then brine, dry over MgSO4, concentrate to dryness and purify via reverse-phase chromatography (MeCN/H2O wi... RXN SMILES: C1C=C(Cl)C=C(C(OO)=O)C=1.[Br:12][C:13]1[C:18]([C:19]2[C:30]([CH3:31])=[N:29][C:22]3[N:23]=[C:24](SC)[N:25]=[CH:26][C:21]=3[CH:20]=2)=[CH:17][C:16]([NH:32][C:33]([NH:35][CH2:36][CH2:37][C:38]([CH3:41])([CH3:40])[CH3:39])=[O:34])=[C:15]([F:42])[CH:14]=1.[CH3:43][NH2:44].C1COCC1>C(Cl)Cl>[Br:12][C:13]1[C:18]([C:19]2[C:30]([CH3:31])=[N:29][C:22]3[N:23]=[C:24]([NH:44][CH3:43])[N:25]=[CH:26][C:21]=3[CH:20]=2)=[CH:17][C:16]([NH:32][C:33]([NH:35][CH2:36][CH2:37][C:38]([CH3:41])([CH3:40])[CH3:39])=[O:34])=[C:15]([F:42])[CH:14]=1. Run at time 2 hour. Isolated yield 13.0%. Product: BrC1=CC(=C(C=C1C1=CC2=C(N=C(N=C2)NC)N=C1C)NC(=O)NCCC(C)(C)C)F (1-(4-Bromo-2-fluoro-5-(7-methyl-2-(methylamino)pyrido[2,3-d]pyrimidin-6-yl)phenyl)-3-(3,3-dimethylbutyl)urea). The solvent is C(Cl)Cl (DCM). Reactants: O1CCOC12CC=C(CC2)C=2C(=NC=CC2)OC (3-(1,4-Dioxa-spiro[4.5]dec-7-en-8-yl)-2-methoxy-pyridine), Cl (HCl). The solvent is C(C)#N (acetonitrile). Product: COC1=NC=CC=C1C1=CCC(CC1)=O (4-(2-methoxy-pyridin-3-yl)-cyclohex-3-enone). As a reaction SMILES: O1[C:5]2([CH2:10][CH2:9][C:8]([C:11]3[C:12]([O:17][CH3:18])=[N:13][CH:14]=[CH:15][CH:16]=3)=[CH:7][CH2:6]2)[O:4]CC1.Cl>C(#N)C>[CH3:18][O:17][C:12]1[C:11]([C:8]2[CH2:9][CH2:10][C:5](=[O:4])[CH2:6][CH:7]=2)=[CH:16][CH:15]=[CH:14][N:13]=1. Procedure: To a mixture of 3-(1,4-Dioxa-spiro[4.5]dec-7-en-8-yl)-2-methoxy-pyridine (as prepared in the previous step, 211 mg, 0.854 mmol) in acetonitrile was added aqueous HCl (5 mL, 5 mmol, 1M). The mixture was stirred at room temperature until HPLC indicated consumption of starting material. The reaction mixture was poured onto saturated sodium bicarbonate solution and extracted with ethyl acetate. The organic layer washed with brine, dried over anhydrous sodium sulfate and concentrated in vacuo. The re... As a reaction SMILES: [CH2:1]([N:8]1[C:16]2[C:11](=[CH:12][C:13]([NH:17][C:18]3[C:19]4[CH:27]=[C:26](Cl)[N:25]=[CH:24][C:20]=4[N:21]=[CH:22][N:23]=3)=[CH:14][CH:15]=2)[CH:10]=[N:9]1)[C:2]1[CH:7]=[CH:6][CH:5]=[CH:4][CH:3]=1.C([Sn](CCCC)(CCCC)C1OC=CC=1)CCC>O1CCOCC1.C1C=CC(P(C2C=CC=CC=2)C2C=CC=CC=2)=CC=1.C1C=CC(P(C2C=CC=CC=2)C2C=CC=CC=2)=CC=1.Cl[Pd]Cl>[CH2:1]([N:8]1[C:16]2[C:11](=[CH:12][C:13]([NH:17][C:18]3[C:19]4[CH:27]=[CH:26][N:25]=[CH:24][C:20]=4[N:21]=[CH:22][N:23]=3)=[CH:14][CH:15]=2)[CH:10]=[N:9]1)[C:2]1[CH:3]=[CH:4][CH:5]=[CH:6][CH:7]=1 |f:3.4.5|. Reagents/catalysts: C1=CC=C(C=C1)P(C2=CC=CC=C2)C3=CC=CC=C3.C1=CC=C(C=C1)P(C2=CC=CC=C2)C3=CC=CC=C3.Cl[Pd]Cl (bis-(triphenylphosphine)palladium (II) chloride). The solvent is O1CCOCC1 (dioxane). Procedure: A stirred solution of (1-Benzyl-1H-indazol-5-yl)-(6-chloro-pyrido[3,4-d]pyrimidin-4-yl)-amine (0.165 g), 2-(tri-n-butylstannyl)furan (0.139 g) and bis-(triphenylphosphine)palladium (II) chloride (30 mg) in dioxane (10 ml) was heated at reflux under nitrogen for 65 hr (Procedure B). The cooled mixture was absorbed onto silica and chromatographed to give the title compound as an orange solid; δH CDCl3 9.34(1H,s), 8.82(1H,s), 8.70(1H,d), 8.15(1H,d), 8.10(1H,s), 7.65(1H,d), 7.60(1H,s), 7.53(1H,dd), ... Reactants: C(C1=CC=CC=C1)N1N=CC2=CC(=CC=C12)NC=1C2=C(N=CN1)C=NC(=C2)Cl ((1-Benzyl-1H-indazol-5-yl)-(6-chloro-pyrido[3,4-d]pyrimidin-4-yl)-amine), C(CCC)[Sn](C=1OC=CC1)(CCCC)CCCC (2-(tri-n-butylstannyl)furan). The product is C(C1=CC=CC=C1)N1N=CC2=CC(=CC=C12)NC=1C2=C(N=CN1)C=NC=C2 ((1-Benzyl-1H-indazol-5-yl)-(pyrido[3,4-d]pyrimidin-4-yl)-amine). The reactants are [H-].[Al+3].[Li+].[H-].[H-].[H-] (lithium aluminium hydride), C1(CCCCC1)=CC(=O)OCC (ethyl cyclohexylideneacetate). The solvent is CCOCC (ether). Conditions: time 2 hour. Product: C1(CCCCC1)=CCO (2-cyclohexylidene ethanol). Reaction SMILES: [C:1]1(=[CH:7][C:8](OCC)=[O:9])[CH2:6][CH2:5][CH2:4][CH2:3][CH2:2]1.[H-].[Al+3].[Li+].[H-].[H-].[H-]>CCOCC>[C:1]1(=[CH:7][CH2:8][OH:9])[CH2:6][CH2:5][CH2:4][CH2:3][CH2:2]1 |f:1.2.3.4.5.6|. Reported procedure: To a stirred solution of ethyl cyclohexylideneacetate (see route to this by Wadsworth and Emmons in Org. Synth. Coll. Vol 5 547) (3.00 g, 17.8 mmol) in dry ether (50 ml) under an atmosphere of nitrogen at 0° C. was added lithium aluminium hydride (407 mg, 10.7 mol) portionwise and the mixture stirred for 2 hours before quenching with dilute hydrochloric acid (2M; 20 ml). The mixture was filtered and the aqueous layer was separated and extracted further with ether (2×25 ml) and the combined ether... Reactants: NCCC(O)C1=CC=CC=C1 (α-(2-aminoethyl)benzenemethanol), ClC(=O)[O-] (chloroformate), C(=O)([O-])OC(=O)[O-] (dicarbonate). The product is OC(CCNC(=O)OCC)C1=CC=CC=C1 (N-(3-hydroxy-3-phenylpropyl)urethane). RXN SMILES: [NH2:1][CH2:2][CH2:3][CH:4]([C:6]1[CH:11]=[CH:10][CH:9]=[CH:8][CH:7]=1)[OH:5].Cl[C:13]([O-])=O.[C:16]([O:19][C:20]([O-])=O)([O-])=[O:17]>>[OH:5][CH:4]([C:6]1[CH:11]=[CH:10][CH:9]=[CH:8][CH:7]=1)[CH2:3][CH2:2][NH:1][C:16]([O:19][CH2:20][CH3:13])=[O:17]. Procedure details: reacting said α-(2-aminoethyl)benzenemethanol with a chloroformate or dicarbonate to form an N-(3-hydroxy-3-phenylpropyl)urethane; The reactants are CCCCCC(Br)CCCCC, CC(=O)Oc1c(C(C)(C)C)cc(O)c(C=O)c1C(C)(C)C, [Cl-], [Mg], [NH4+], C1CCOC1. Product: CCCCCC(CCCCC)C(O)c1c(O)cc(C(C)(C)C)c(OC(C)=O)c1C(C)(C)C. RXN SMILES: [Br:1][CH:2]([CH2:3][CH2:4][CH2:5][CH2:6][CH3:7])[CH2:8][CH2:9][CH2:10][CH2:11][CH3:12].[C:14]([CH3:15])(=[O:16])[O:17][c:18]1[c:19]([C:31]([CH3:32])([CH3:33])[CH3:34])[cH:20][c:21]([OH:30])[c:22]([CH:23]=[O:24])[c:25]1[C:26]([CH3:27])([CH3:28])[CH3:29].[Cl-:35].[Mg:13].[NH4+:36].[O:37]1[CH2:38][CH2:39][CH2:40][CH2:41]1>>[CH:2]([CH2:3][CH2:4][CH2:5][CH2:6][CH3:7])([CH2:8][CH2:9][CH2:10][CH2:11][CH3:12])[CH:23]([c:22]1[c:21]([OH:30])[cH:20][c:19]([C:31]([CH3:32])([CH3:33])[CH3:34])[c:18]([O:17][C:14]([CH3:15])=[O:16])[c:25]1[C:26]([CH3:27])([CH3:28])[CH3:29])[OH:24].